From a dataset of the Open Reaction Database (ORD), a public repository of structured organic reaction records. describe an organic reaction: reactants, conditions, products, and yield Starting materials: ClCCCOC1=CC=C(C(=O)[O-])C=C1 (4-(3-chloropropoxy)benzoate), C([O-])([O-])=O.[K+].[K+] (potassium carbonate), [I-].[Na+] (sodium iodide), N1CCCCC1 (piperidine). The solvent is C(C)#N (acetonitrile). The product is N1(CCCCC1)CCCOC1=CC=C(C(=O)OC)C=C1 (methyl 4-(3-piperidin-1-ylpropoxy)benzoate), oil. The yield is 92.0%. As a reaction SMILES: Cl[CH2:2][CH2:3][CH2:4][O:5][C:6]1[CH:14]=[CH:13][C:9]([C:10]([O-:12])=[O:11])=[CH:8][CH:7]=1.[C:15](=O)([O-])[O-].[K+].[K+].[I-].[Na+].[NH:23]1[CH2:28][CH2:27][CH2:26][CH2:25][CH2:24]1>C(#N)C>[N:23]1([CH2:2][CH2:3][CH2:4][O:5][C:6]2[CH:14]=[CH:13][C:9]([C:10]([O:12][CH3:15])=[O:11])=[CH:8][CH:7]=2)[CH2:28][CH2:27][CH2:26][CH2:25][CH2:24]1 |f:1.2.3,4.5|. Reported procedure: A mixture of 4-(3-chloropropoxy)benzoate ax13 (2.01 g, 8.79 mmol, 1 eq), potassium carbonate (2.43 g, 17.6 mmol, 2 eq), sodium iodide (catalytic amount) and piperidine (1 ml, 9.67 mmol, 1.1 eq) in acetonitrile (100 ml) is stirred at reflux for 56 h. The solvent is removed under vacuum and the solid is triturated in hexane and filtered. The resulting solution is concentrated to give methyl 4-(3-piperidin-1-ylpropoxy)benzoate ax15 as a yellow oil (2.2 g). Starting materials: Clc1cncc(Cl)n1, ClCCl, C1COCCO1, OCCc1c[nH]c2ccccc12. Yields the product Clc1cncc(OCCc2c[nH]c3ccccc23)n1. Reaction SMILES: [Cl:13][c:14]1[n:15][c:16]([Cl:20])[cH:17][n:18][cH:19]1.[Cl:27][CH2:28][Cl:29].[O:21]1[CH2:22][CH2:23][O:24][CH2:25][CH2:26]1.[OH:1][CH2:2][CH2:3][c:4]1[cH:5][nH:6][c:7]2[cH:8][cH:9][cH:10][cH:11][c:12]12>>[O:1]([CH2:2][CH2:3][c:4]1[cH:5][nH:6][c:7]2[cH:8][cH:9][cH:10][cH:11][c:12]12)[c:16]1[n:15][c:14]([Cl:13])[cH:19][n:18][cH:17]1. Reported procedure: 200 ml of 4 N sulfuric acid were heated to 80° C. in a sulfonation flask and then treated with about 5% of a solution of 37.9 g of 4-(4-aminophenyl)cyclohexanone in 200 ml of 4 N sulfuric acid. Subsequently, the remaining solution of 4-(4-aminophenyl)cyclohexanone as well as a solution of 15.2 g of sodium nitrite in 45 ml of water were simultaneously added dropwise to the reaction mixture at 80° C. within 1.5 hours. Thereafter, the mixture was treated dropwise at 80° C. within 30 minutes with a ... Reactants: NC1=CC=C(C=C1)C1CCC(CC1)=O (4-(4-aminophenyl)cyclohexanone), N(=O)[O-].[Na+] (sodium nitrite), solution, NC1=CC=C(C=C1)C1CCC(CC1)=O (4-(4-aminophenyl)cyclohexanone), N(=O)[O-].[Na+] (sodium nitrite). Isolated yield 84.5%. Conditions: temperature 80 celsius, time 1 hour. Run in O (water), S(O)(O)(=O)=O (sulfuric acid), S(O)(O)(=O)=O (sulfuric acid), O (water). Yields the product OC1=CC=C(C=C1)C1CCC(CC1)=O (4-(4-hydroxyphenyl)cyclohexanone). As a reaction SMILES: N[C:2]1[CH:7]=[CH:6][C:5]([CH:8]2[CH2:13][CH2:12][C:11](=[O:14])[CH2:10][CH2:9]2)=[CH:4][CH:3]=1.N([O-])=[O:16].[Na+]>S(=O)(=O)(O)O.O>[OH:16][C:2]1[CH:7]=[CH:6][C:5]([CH:8]2[CH2:13][CH2:12][C:11](=[O:14])[CH2:10][CH2:9]2)=[CH:4][CH:3]=1 |f:1.2|. Starting materials: FC1=CC=C(C=C1)C=1OC=C(N1)C(CN)(C)C (2-(2-(4-fluorophenyl)oxazol-4-yl)-2-methylpropan-1-amine), FC(C(=O)C=1C=C(SC1)C=1C=C(C(=O)O)C=CC1)(F)F (3-(4-(2,2,2-trifluoroacetyl)thiophen-2-yl)benzoic acid). Product: FC1=CC=C(C=C1)C=1OC=C(N1)C(CNC(C1=CC(=CC=C1)C=1SC=C(C1)C(C(F)(F)F)=O)=O)(C)C (N-(2-(2-(4-Fluorophenyl)oxazol-4-yl)-2-methylpropyl)-3-(4-(2,2,2-trifluoroacetyl)thiophen-2-yl)benzamide). The yield is 30.0%. As a reaction SMILES: [F:1][C:2]1[CH:7]=[CH:6][C:5]([C:8]2[O:9][CH:10]=[C:11]([C:13]([CH3:17])([CH3:16])[CH2:14][NH2:15])[N:12]=2)=[CH:4][CH:3]=1.[F:18][C:19]([F:37])([F:36])[C:20]([C:22]1[CH:23]=[C:24]([C:27]2[CH:28]=[C:29]([CH:33]=[CH:34][CH:35]=2)[C:30](O)=[O:31])[S:25][CH:26]=1)=[O:21]>>[F:1][C:2]1[CH:3]=[CH:4][C:5]([C:8]2[O:9][CH:10]=[C:11]([C:13]([CH3:17])([CH3:16])[CH2:14][NH:15][C:30](=[O:31])[C:29]3[CH:33]=[CH:34][CH:35]=[C:27]([C:24]4[S:25][CH:26]=[C:22]([C:20](=[O:21])[C:19]([F:18])([F:36])[F:37])[CH:23]=4)[CH:28]=3)[N:12]=2)=[CH:6][CH:7]=1. Procedure: This compound was synthesized from 2-(2-(4-fluorophenyl)oxazol-4-yl)-2-methylpropan-1-amine and 3-(4-(2,2,2-trifluoroacetyl)thiophen-2-yl)benzoic acid as described in example 8 step 6 (75 mg, yield 30%). 1H NMR (400 MHz, DMSO-d6) δ 8.21-8.16 (m, 1H), 8.11-8.10 (m, 1H), 8.02-7.96 (m, 3H), 7.91-7.90 (m, 1H), 7.88-7.83 (m, 1H), 7.77-7.75 (m, 1H), 7.67-7.48 (m, 2H), 7.31-7.25 (m, 2H), 3.56-3.54 (m, 2H), 1.33 (d, J=2.1 Hz, 6H). MS (ESI) m/z: Calculated for C26H20F4N2O3S: 516.11. found: 515.7 (M−H)−. The reactants are COCCBr, O=C(c1ccc(N2C(=O)OCC2CO)cc1)N1CCN(c2ncc(C3CC3)cc2C2CC2)CC1. The product is COCCOCC1COC(=O)N1c1ccc(C(=O)N2CCN(c3ncc(C4CC4)cc3C3CC3)CC2)cc1. RXN SMILES: [Br:35][CH2:36][CH2:37][O:38][CH3:39].[CH:1]1([c:4]2[c:5]([N:13]3[CH2:14][CH2:15][N:16]([C:19](=[O:20])[c:21]4[cH:22][cH:23][c:24]([N:27]5[C:28](=[O:34])[O:29][CH2:30][CH:31]5[CH2:32][OH:33])[cH:25][cH:26]4)[CH2:17][CH2:18]3)[n:6][cH:7][c:8]([CH:10]3[CH2:11][CH2:12]3)[cH:9]2)[CH2:2][CH2:3]1>>[CH:1]1([c:4]2[c:5]([N:13]3[CH2:14][CH2:15][N:16]([C:19](=[O:20])[c:21]4[cH:22][cH:23][c:24]([N:27]5[C:28](=[O:34])[O:29][CH2:30][CH:31]5[CH2:32][O:33][CH2:36][CH2:37][O:38][CH3:39])[cH:25][cH:26]4)[CH2:17][CH2:18]3)[n:6][cH:7][c:8]([CH:10]3[CH2:11][CH2:12]3)[cH:9]2)[CH2:2][CH2:3]1. Starting materials: BrC=1C=C(C2=C(C(=CC=C2C1)OC)Br)C#N (3,8-dibromo-7-methoxy-1-naphthonitrile), O.O.[Sn](Cl)Cl (Tin (II) chloride dihydrate), Cl (HCl). Solvent: C(C)(=O)O (acetic acid). Run at temperature 100 celsius, time 2 hour. Yields the product BrC=1C=C(C2=CC(=CC=C2C1)OC)C#N (3-BROMO-7-METHOXY-1-NAPHTHONITRILE). The yield is 42.1%. RXN SMILES: [Br:1][C:2]1[CH:3]=[C:4]([C:15]#[N:16])[C:5]2[C:10]([CH:11]=1)=[CH:9][CH:8]=[C:7]([O:12][CH3:13])[C:6]=2Br.O.O.[Sn](Cl)Cl.Cl>C(O)(=O)C>[Br:1][C:2]1[CH:3]=[C:4]([C:15]#[N:16])[C:5]2[C:10]([CH:11]=1)=[CH:9][CH:8]=[C:7]([O:12][CH3:13])[CH:6]=2 |f:1.2.3|. Procedure details: To slurry of 3,8-dibromo-7-methoxy-1-naphthonitrile (1.62 kg) and Tin (II) chloride dihydrate (1.24 kg, 5.50 mol) in acetic acid (5 L) is added conc. HCl (37% wt, 2.50 L) through a dropping funnel at 100° C. during a period of 2 h. The mixture is stirred at 100° C. for 4 h. Then, the mixture is cooled to room temperature. The solid is filtered, washed with 1% wt HCl (2×1.00 L), water (1.00 L) and dried to give the title compound as a white solid (524 g, 73%). 1H NMR (CDCl3): δ8.13 (d, 1H, J=1.8 ... Starting materials: FC1=C(C(=C(C(=C1C1=C(C(=C(C(=C1F)F)F)F)F)F)F)F)F (decafluorobiphenyl), C1(=CC=CC2=CC=CC=C12)O (1-naphthol), C([O-])([O-])=O.[K+].[K+] (potassium carbonate). Run in CC(=O)N(C)C (DMAc). Reaction conditions: temperature 140 celsius, time 2 hour. The product is C1(=CC=CC2=CC=CC=C12)OC1(C(C(=C(C(=C1F)F)C1=C(C(=C(C(=C1)F)F)F)F)F)F)OC1=CC=CC2=CC=CC=C12 (4,4,-bis(1-naphthoxy)octafluorobiphenyl). The yield is 78.8%. RXN SMILES: F[C:2]1[C:7]([C:8]2[C:13]([F:14])=[C:12]([F:15])[C:11](F)=[C:10]([F:17])[C:9]=2[F:18])=[C:6]([F:19])[C:5]([F:20])=[C:4]([F:21])[C:3]=1[F:22].[C:23]1([OH:33])[C:32]2[C:27](=[CH:28][CH:29]=[CH:30][CH:31]=2)[CH:26]=[CH:25][CH:24]=1.[C:34](=[O:37])([O-])[O-].[K+].[K+]>CC(N(C)C)=O>[C:23]1([O:33][C:11]2([O:37][C:34]3[C:2]4[C:7](=[CH:6][CH:5]=[CH:4][CH:3]=4)[CH:8]=[CH:9][CH:10]=3)[C:10]([F:17])=[C:9]([F:18])[C:8]([C:7]3[CH:2]=[C:3]([F:22])[C:4]([F:21])=[C:5]([F:20])[C:6]=3[F:19])=[C:13]([F:14])[CH:12]2[F:15])[C:32]2[C:27](=[CH:28][CH:29]=[CH:30][CH:31]=2)[CH:26]=[CH:25][CH:24]=1 |f:2.3.4|. Reported procedure: The monomer 4,4,-bis(1-naphthoxy)octafluorobiphenyl (8FNE) was prepared by the following procedure. A 100 mL round bottom flask was charged with decafluorobiphenyl (3.01 g, 0.0090 mole), 1-naphthol (2.60 g, 0.0181 mole), potassium carbonate (2.95 g, 0.0218 mole), and DMAc (40 g). The mixture was heated with stirring at about 140 ° C. for 2 hr and then cooled to room temperature, filtered, and poured into toluene (100 mL). The toluene solution was washed with 5% sodium hydroxide (50 mL) and then ... The reactants are C(C1=CC=CC=C1)OC1=CC=C(CN2N=C(C(=C2)CCC(=O)OC)C2=CC=CC=C2)C=C1 (methyl 3-[1-(4-benzyloxybenzyl)-3-phenyl-1H-pyrazol-4-yl]propionate). The reagents and catalysts are [C].[Pd] (palladium-carbon). The solvent is O1CCCC1 (tetrahydrofuran). Conditions: time 18 hour. Yields the product OC1=CC=C(CN2N=C(C(=C2)CCC(=O)OC)C2=CC=CC=C2)C=C1 (methyl 3-[1-(4-hydroxybenzyl)-3-phenyl-1H-pyrazol-4-yl]propionate). Isolated yield 82.4%. Reaction SMILES: C([O:8][C:9]1[CH:32]=[CH:31][C:12]([CH2:13][N:14]2[CH:18]=[C:17]([CH2:19][CH2:20][C:21]([O:23][CH3:24])=[O:22])[C:16]([C:25]3[CH:30]=[CH:29][CH:28]=[CH:27][CH:26]=3)=[N:15]2)=[CH:11][CH:10]=1)C1C=CC=CC=1>[C].[Pd].O1CCCC1>[OH:8][C:9]1[CH:10]=[CH:11][C:12]([CH2:13][N:14]2[CH:18]=[C:17]([CH2:19][CH2:20][C:21]([O:23][CH3:24])=[O:22])[C:16]([C:25]3[CH:26]=[CH:27][CH:28]=[CH:29][CH:30]=3)=[N:15]2)=[CH:31][CH:32]=1 |f:1.2|. Procedure details: A mixture of methyl 3-[1-(4-benzyloxybenzyl)-3-phenyl-1H-pyrazol-4-yl]propionate (500 mg), 5% palladium-carbon (1.00 g), and tetrahydrofuran (10 ml) was stirred for 18 hours at room temperature under a hydrogen atmosphere. After the palladium-carbon was removed by filtration, the filtrate was concentrated. The residue was subjected to silica gel column chromatography, and methyl 3-[1-(4-hydroxybenzyl)-3-phenyl-1H-pyrazol-4-yl]propionate (325 mg, yield: 80%) was obtained as colorless crystals fro... Reactants: CS(=O)(=O)C1=NC=C(C(=N1)C1=C(C=C(C=C1)Cl)Cl)C1=CC=C(C=C1)Cl (2-Methylsulfonyl-4-(2,4-dichlorophenyl)-5-(4-chlorophenyl)pyrimidine), COC1=CC=C(C=C1)O (4-methoxyphenol). The product is COC1=CC=C(C=C1)OC1=NC=C(C(=N1)C1=C(C=C(C=C1)Cl)Cl)C1=CC=C(C=C1)Cl (2-(4-methoxyphenyloxy)-4-(2,4-dichlorophenyl)-5-(4-chlorophenyl)pyrimidine). Reaction SMILES: CS([C:5]1[N:10]=[C:9]([C:11]2[CH:16]=[CH:15][C:14]([Cl:17])=[CH:13][C:12]=2[Cl:18])[C:8]([C:19]2[CH:24]=[CH:23][C:22]([Cl:25])=[CH:21][CH:20]=2)=[CH:7][N:6]=1)(=O)=O.[CH3:26][O:27][C:28]1[CH:33]=[CH:32][C:31]([OH:34])=[CH:30][CH:29]=1>>[CH3:26][O:27][C:28]1[CH:33]=[CH:32][C:31]([O:34][C:5]2[N:10]=[C:9]([C:11]3[CH:16]=[CH:15][C:14]([Cl:17])=[CH:13][C:12]=3[Cl:18])[C:8]([C:19]3[CH:24]=[CH:23][C:22]([Cl:25])=[CH:21][CH:20]=3)=[CH:7][N:6]=2)=[CH:30][CH:29]=1. Procedure: 2-Methylsulfonyl-4-(2,4-dichlorophenyl)-5-(4-chlorophenyl)pyrimidine from Reference Example 3 was reacted with 4-methoxyphenol according to the procedure described in Example 74 to afford 2-(4-methoxyphenyloxy)-4-(2,4-dichlorophenyl)-5-(4-chlorophenyl)pyrimidine: HPLC/MS: m/e=457 (M++1); Rt=4.50 min; 1H-NMR 500 MHz (CDCl3): δ 3.85 (s, 3H), 6.95 (d, J=9 Hz, 2H), 7.05. (d, J=9 Hz, 2H), 7.21 (d, J=9 Hz, 2H), 7.25-7.30 (m, 4H), 7.39 (d, J=2 Hz, 1H), 8.60 (s, 1H). Reactants: amino acid, N([C@@H](CCCCNC(=O)OC(C)(C)C)C(=O)N[C@@H](CCCCNC(=O)OC(C)(C)C)C(=O)ON1C(=O)CCC1=O)C(=O)OC(C)(C)C (Boc-Lys(Boc)-Lys(Boc)-OSu), N[C@@H]([C@@H](C)CC)C(=O)O.CN1CC[C@]23C4=C5C=CC(=C4O[C@H]2C(=O)CC[C@H]3[C@H]1C5)OC (Ile Hydrocodone). The product is N[C@@H](CCCCN)C(=O)N[C@@H](CCCCN)C(=O)N[C@@H]([C@@H](C)CC)C(=O)O.CN1CC[C@]23C4=C5C=CC(=C4O[C@H]2C(=O)CC[C@H]3[C@H]1C5)OC (Lys-Lys-Ile Hydrocodone). RXN SMILES: [NH:1](C(OC(C)(C)C)=O)[C@H:2]([C:15]([NH:17][C@H:18]([C:31](ON1C(=O)CCC1=O)=[O:32])[CH2:19][CH2:20][CH2:21][CH2:22][NH:23]C(OC(C)(C)C)=O)=[O:16])[CH2:3][CH2:4][CH2:5][CH2:6][NH:7]C(OC(C)(C)C)=O.[NH2:48][C@H:49]([C:54]([OH:56])=[O:55])[C@H:50]([CH2:52][CH3:53])[CH3:51].[CH3:57][N:58]1[C@@H:75]2[CH2:76][C:63]3[CH:64]=[CH:65][C:66]([O:77][CH3:78])=[C:67]4[O:68][C@H:69]5[C:70]([CH2:72][CH2:73][C@@H:74]2[C@:61]5([C:62]=34)[CH2:60][CH2:59]1)=[O:71]>>[NH2:1][C@H:2]([C:15]([NH:17][C@H:18]([C:31]([NH:48][C@H:49]([C:54]([OH:56])=[O:55])[C@H:50]([CH2:52][CH3:53])[CH3:51])=[O:32])[CH2:19][CH2:20][CH2:21][CH2:22][NH2:23])=[O:16])[CH2:3][CH2:4][CH2:5][CH2:6][NH2:7].[CH3:57][N:58]1[C@@H:75]2[CH2:76][C:63]3[CH:64]=[CH:65][C:66]([O:77][CH3:78])=[C:67]4[O:68][C@H:69]5[C:70]([CH2:72][CH2:73][C@@H:74]2[C@:61]5([C:62]=34)[CH2:60][CH2:59]1)=[O:71] |f:1.2,3.4|. Procedure details: Lys-Lys-Ile-Hydrocodone was prepared by a similar method except the amino acid starting material was Boc-Lys(Boc)-Lys(Boc)-OSu and the conjugate starting material was Ile-Hydrocodone.